This data is from the Open Reaction Database (ORD), a public repository of structured organic reaction records. The task is: describe an organic reaction: reactants, conditions, products, and yield The reactants are C1CCOC1, CC(=O)O, O, CC1CCC(C(=O)N(c2cc(C3=CC(O)CCC3)sc2C(=O)O)C2CCC(OC3CCCCO3)CC2)CC1. Yields the product CC1CCC(C(=O)N(c2cc(C3=CC(O)CCC3)sc2C(=O)O)C2CCC(O)CC2)CC1. RXN SMILES: [CH2:43]1[O:44][CH2:45][CH2:46][CH2:47]1.[CH3:39][C:40](=[O:41])[OH:42].[OH2:48].[OH:1][CH:2]1[CH:3]=[C:4]([c:8]2[cH:9][c:10]([N:16]([CH:17]3[CH2:18][CH2:19][CH:20]([O:23][CH:24]4[CH2:25][CH2:26][CH2:27][CH2:28][O:29]4)[CH2:21][CH2:22]3)[C:30](=[O:31])[CH:32]3[CH2:33][CH2:34][CH:35]([CH3:38])[CH2:36][CH2:37]3)[c:11]([C:13](=[O:14])[OH:15])[s:12]2)[CH2:5][CH2:6][CH2:7]1>>[OH:1][CH:2]1[CH:3]=[C:4]([c:8]2[cH:9][c:10]([N:16]([CH:17]3[CH2:18][CH2:19][CH:20]([OH:23])[CH2:21][CH2:22]3)[C:30](=[O:31])[CH:32]3[CH2:33][CH2:34][CH:35]([CH3:38])[CH2:36][CH2:37]3)[c:11]([C:13](=[O:14])[OH:15])[s:12]2)[CH2:5][CH2:6][CH2:7]1. The reactants are CC(C)Br, CC(=O)CC(C)C, [I-], [K+], c1cncc(NC2CCNCC2)c1, [Na+], [Na+], O=C([O-])[O-]. Product: CC(C)N1CCC(Nc2cccnc2)CC1. RXN SMILES: [Br:1][CH:2]([CH3:3])[CH3:4].[CH3:26][CH:27]([CH3:28])[CH2:29][C:30](=[O:31])[CH3:32].[I-:25].[K+:24].[NH:5]1[CH2:6][CH2:7][CH:8]([NH:11][c:12]2[cH:13][n:14][cH:15][cH:16][cH:17]2)[CH2:9][CH2:10]1.[Na+:18].[Na+:19].[O-:20][C:21](=[O:22])[O-:23]>>[CH:2]([CH3:3])([CH3:4])[N:5]1[CH2:6][CH2:7][CH:8]([NH:11][c:12]2[cH:13][n:14][cH:15][cH:16][cH:17]2)[CH2:9][CH2:10]1. As a reaction SMILES: [C:1]1([c:7]2[cH:8][c:9]([CH:22]([F:23])[F:24])[n:10][n:11]2-[c:12]2[cH:13][cH:14][c:15]([S:18](=[O:19])(=[O:20])[NH2:21])[cH:16][cH:17]2)=[CH:2][CH2:3][CH2:4][CH2:5][CH2:6]1.[CH3:25][CH2:26][OH:27]>>[CH:1]1([c:7]2[cH:8][c:9]([CH:22]([F:23])[F:24])[n:10][n:11]2-[c:12]2[cH:13][cH:14][c:15]([S:18](=[O:19])(=[O:20])[NH2:21])[cH:16][cH:17]2)[CH2:2][CH2:3][CH2:4][CH2:5][CH2:6]1. Product: NS(=O)(=O)c1ccc(-n2nc(C(F)F)cc2C2CCCCC2)cc1. Reactants: NS(=O)(=O)c1ccc(-n2nc(C(F)F)cc2C2=CCCCC2)cc1, CCO. The reactants are BrCC=1C=C(C(=O)OCC)C=C(C1)C(=O)N(CCC)CCC (Ethyl 3-(bromomethyl)-5-[(dipropylamino)carbonyl]benzoate), [C-]#N.[Na+] (sodium cyanide). Run in CS(=O)C (DMSO). Run at time 3.5 hour. Product: C(#N)CC=1C=C(C(=O)OCC)C=C(C1)C(=O)N(CCC)CCC (ethyl 3-(cyanomethyl)-5-[(dipropylamino)carbonyl]benzoate). As a reaction SMILES: Br[CH2:2][C:3]1[CH:4]=[C:5]([CH:11]=[C:12]([C:14]([N:16]([CH2:20][CH2:21][CH3:22])[CH2:17][CH2:18][CH3:19])=[O:15])[CH:13]=1)[C:6]([O:8][CH2:9][CH3:10])=[O:7].[C-:23]#[N:24].[Na+]>CS(C)=O>[C:23]([CH2:2][C:3]1[CH:4]=[C:5]([CH:11]=[C:12]([C:14]([N:16]([CH2:20][CH2:21][CH3:22])[CH2:17][CH2:18][CH3:19])=[O:15])[CH:13]=1)[C:6]([O:8][CH2:9][CH3:10])=[O:7])#[N:24] |f:1.2|. Procedure details: A mixture of ethyl 3-[(dipropylamino)carbonyl]-5-(hydroxymethyl)benzoate (1.5 g) and phosphorous tribromide (0.95 mL) is stirred in dichloromethane (10 mL) and heated at 50 degrees C. for 4 hours and then cooled and partitioned between dichloromethane and water. The organic phase is separated and washed with aqueous sodium bicarbonate and then dried over magnesium sulfate and taken to dryness to give ethyl 3-(bromomethyl)-5-[(dipropylamino)carbonyl]benzoate, high resolution MS MH+=370.1020. Ethy... The reactants are CCO, NCc1c(F)cccc1F, c1ccc2c(-c3ccc(OCC4CO4)cc3)csc2c1. Product: OC(CNCc1c(F)cccc1F)COc1ccc(-c2csc3ccccc23)cc1. RXN SMILES: [CH3:31][CH2:32][OH:33].[F:21][c:22]1[c:23]([CH2:24][NH2:25])[c:26]([F:30])[cH:27][cH:28][cH:29]1.[s:1]1[c:2]2[c:3]([c:4](-[c:6]3[cH:7][cH:8][c:9]([O:10][CH2:11][CH:12]4[O:13][CH2:14]4)[cH:15][cH:16]3)[cH:5]1)[cH:17][cH:18][cH:19][cH:20]2>>[s:1]1[c:2]2[c:3]([c:4](-[c:6]3[cH:7][cH:8][c:9]([O:10][CH2:11][CH:12]([OH:13])[CH2:14][NH:25][CH2:24][c:23]4[c:22]([F:21])[cH:29][cH:28][cH:27][c:26]4[F:30])[cH:15][cH:16]3)[cH:5]1)[cH:17][cH:18][cH:19][cH:20]2. The reactants are FC1=C(CN2N=C(C=C2C2=NOC=C2)C(N)=N)C=CC=C1 (1-(2-fluorobenzyl)-5-(isoxazol-3-yl)-1H-pyrazole-3-carboximidamide), C(CC#N)#N (malononitrile). Solvent: C(C)O (ethanol). Reaction conditions: temperature 110 celsius. Product: FC1=C(CN2N=C(C=C2C2=NOC=C2)C2=NC(=CC(=N2)N)N)C=CC=C1 (2-(1-(2-fluorobenzyl)-5-(isoxazol-3-yl)-1H-pyrazol-3-yl)pyrimidine-4,6-diamine). Isolated yield 31.1%. As a reaction SMILES: [F:1][C:2]1[CH:21]=[CH:20][CH:19]=[CH:18][C:3]=1[CH2:4][N:5]1[C:9]([C:10]2[CH:14]=[CH:13][O:12][N:11]=2)=[CH:8][C:7]([C:15](=[NH:17])[NH2:16])=[N:6]1.[C:22](#[N:26])[CH2:23][C:24]#[N:25]>C(O)C>[F:1][C:2]1[CH:21]=[CH:20][CH:19]=[CH:18][C:3]=1[CH2:4][N:5]1[C:9]([C:10]2[CH:14]=[CH:13][O:12][N:11]=2)=[CH:8][C:7]([C:15]2[N:16]=[C:24]([NH2:25])[CH:23]=[C:22]([NH2:26])[N:17]=2)=[N:6]1. Reported procedure: To a solution of 1-(2-fluorobenzyl)-5-(isoxazol-3-yl)-1H-pyrazole-3-carboximidamide (50 mg, 0.18 mmol) in ethanol (2 mL) was added malononitrile (35 mg, 0.53 mmol). After heating the solution to 110° C. for 6 hours, the solvent was removed in vacuo to give the crude product as a red oil. Purification by silica gel chromatography (0-10% methanol in dichloromethane) gave 2-(1-(2-fluorobenzyl)-5-(isoxazol-3-yl)-1H-pyrazol-3-yl)pyrimidine-4,6-diamine (I-103, 20 mg, 0.056 mmol, 32% yield) as a pink s...